From a dataset of the Open Reaction Database (ORD), a public repository of structured organic reaction records. describe an organic reaction: reactants, conditions, products, and yield The reactants are COC=1C=C(C=C(C1OC)OC)C=1C=C2C(=NC1)N(C(C2)=O)COCC[Si](C)(C)C (5-(3,4,5-trimethoxyphenyl)-1-((2-(trimethylsilyl)ethoxy)-methyl)-1H-pyrrolo[2,3-b]pyridin-2(3H)-one), C([O-])([O-])=O.[Cs+].[Cs+] (cesium carbonate), CI (methyl iodide). The solvent is CN(C)C=O (DMF). Run at time 48 hour. Product: CC1(C(NC2=NC=C(C=C21)C2=CC(=C(C(=C2)OC)OC)OC)=O)C (3,3-dimethyl-5-(3,4,5-trimethoxyphenyl)-1H-pyrrolo[2,3-b]pyridin-2(3H)-one). Isolated yield 73.1%. Reaction SMILES: [CH3:1][O:2][C:3]1[CH:4]=[C:5]([C:13]2[CH:14]=[C:15]3[CH2:21][C:20](=O)[N:19](COCC[Si](C)(C)C)[C:16]3=[N:17][CH:18]=2)[CH:6]=[C:7]([O:11][CH3:12])[C:8]=1[O:9][CH3:10].[C:31](=[O:34])([O-])[O-].[Cs+].[Cs+].[CH3:37]I>CN(C=O)C>[CH3:20][C:21]1([CH3:37])[C:15]2[C:16](=[N:17][CH:18]=[C:13]([C:5]3[CH:6]=[C:7]([O:11][CH3:12])[C:8]([O:9][CH3:10])=[C:3]([O:2][CH3:1])[CH:4]=3)[CH:14]=2)[NH:19][C:31]1=[O:34] |f:1.2.3|. Procedure details: To a solution of 5-(3,4,5-trimethoxyphenyl)-1-((2-(trimethylsilyl)ethoxy)-methyl)-1H-pyrrolo[2,3-b]pyridin-2(3H)-one (43 mg, 0.10 mmol) in DMF (2 mL) was added cesium carbonate (0.17 g, 0.50 mmol) and methyl iodide (19 μL 0.30 mmol). The resulting solution was stirred for 48 hr at room temperature, after which it was partitioned between EtOAc and H2O. The organic layer was separated, dried over MgSO4, filtered, and concentrated in vacuo. The residue was dissolved in 6 N HCl (10 mL) and MeOH (5 m...